This data is from the Open Reaction Database (ORD), a public repository of structured organic reaction records. The task is: describe an organic reaction: reactants, conditions, products, and yield Isolated yield 100.7%. The solvent is CC#N (MeCN). Reaction SMILES: [CH:1]([C:4]1[CH:9]=[CH:8][C:7]([NH:10][C:11]([C:13]2[CH:18]=[C:17]([C:19]3[CH:20]=[N:21][C:22]([O:36]C)=[C:23]([NH:25][C:26](=[O:35])[O:27][CH2:28][C:29]4[CH:34]=[CH:33][CH:32]=[CH:31][CH:30]=4)[CH:24]=3)[CH:16]=[CH:15][N:14]=2)=[O:12])=[CH:6][C:5]=1[CH3:38])([CH3:3])[CH3:2].C[Si](Cl)(C)C.[I-].[Na+]>CC#N>[CH:1]([C:4]1[CH:9]=[CH:8][C:7]([NH:10][C:11]([C:13]2[CH:18]=[C:17]([C:19]3[CH:24]=[C:23]([NH:25][C:26](=[O:35])[O:27][CH2:28][C:29]4[CH:30]=[CH:31][CH:32]=[CH:33][CH:34]=4)[C:22](=[O:36])[NH:21][CH:20]=3)[CH:16]=[CH:15][N:14]=2)=[O:12])=[CH:6][C:5]=1[CH3:38])([CH3:3])[CH3:2] |f:2.3|. The product is C(C)(C)C1=C(C=C(C=C1)NC(=O)C1=NC=CC(=C1)C1=CNC(C(=C1)NC(OCC1=CC=CC=C1)=O)=O)C (benzyl (2′-((4-isopropyl-3-methylphenyl)carbamoyl)-6-oxo-1,6-dihydro-[3,4′-bipyridin]-5-yl)carbamate). Reactants: C(C)(C)C1=C(C=C(C=C1)NC(=O)C1=NC=CC(=C1)C=1C=NC(=C(C1)NC(OCC1=CC=CC=C1)=O)OC)C (benzyl (2′-((4-isopropyl-3-methylphenyl)carbamoyl)-6-methoxy-[3,4′-bipyridin]-5-yl)carbamate), C[Si](C)(C)Cl (trimethylsilylchloride), [I-].[Na+] (sodium iodide). Procedure details: To a solution of benzyl (2′-((4-isopropyl-3-methylphenyl)carbamoyl)-6-methoxy-[3,4′-bipyridin]-5-yl)carbamate (216 mg, 0.42 mmol) in MeCN (50 mL) was added trimethylsilylchloride (0.18 mL, 2.1 mmol), sodium iodide (317 mg, 2.10 mmol), and the mixture was stirred at RT for 1.5 h. The precipitate was then collected by filtration. This solid was dissolved in a mixture of MeCN (1 mL) and water (50 mL) and then added to a solution of saturated aq. NaHCO3 (10 mL). The suspension was then stirred for 3... Reaction conditions: time 1.5 hour. Starting materials: O1CCN(CC1)CCNC(=O)NC1=C(C=C(C=C1)[N+](=O)[O-])C(F)(F)F (1-(2-morpholinoethyl)-3-(4-nitro-2-(trifluoromethyl)phenyl)urea). Reagents/catalysts: [Pd] (Pd/C). Run in CCOC(=O)C (EtOAc), CO (MeOH). The product is NC1=CC(=C(C=C1)NC(=O)NCCN1CCOCC1)C(F)(F)F (1-(4-amino-2-(trifluoromethyl)phenyl)-3-(2-morpholinoethyl)urea). Reaction SMILES: [O:1]1[CH2:6][CH2:5][N:4]([CH2:7][CH2:8][NH:9][C:10]([NH:12][C:13]2[CH:18]=[CH:17][C:16]([N+:19]([O-])=O)=[CH:15][C:14]=2[C:22]([F:25])([F:24])[F:23])=[O:11])[CH2:3][CH2:2]1>CCOC(C)=O.CO.[Pd]>[NH2:19][C:16]1[CH:17]=[CH:18][C:13]([NH:12][C:10]([NH:9][CH2:8][CH2:7][N:4]2[CH2:3][CH2:2][O:1][CH2:6][CH2:5]2)=[O:11])=[C:14]([C:22]([F:25])([F:24])[F:23])[CH:15]=1. Procedure: A mixture of 1-(2-morpholinoethyl)-3-(4-nitro-2-(trifluoromethyl)phenyl)urea (651 mg, 1.80 mmol, 1.0 equiv) and 10% Pd/C (20 mg) in EtOAc (25 mL) and MeOH (2 mL) was exposed to an atmosphere of H2 (balloon). Upon completion of the reduction, the reaction mixture was filtered through celite and concentrated in vacuo to afford 1-(4-amino-2-(trifluoromethyl)phenyl)-3-(2-morpholinoethyl)urea, which was advanced without further purification. MS m/z: 333 (M+H+); Calculated for C14H19F3N4O2: 332.2